Task: describe an organic reaction: reactants, conditions, products, and yield. Dataset: the Open Reaction Database (ORD), a public repository of structured organic reaction records Reactants: FC(C1=CC=C(C=C1)C(CC(C(F)(F)F)=O)=O)(F)F (1-(4-trifluoromethyl-phenyl)-4,4,4-trifluoro-butane-1,3-dione), 4-trifluoromethyl-acetophenone, NC1=NNC=C1C1=CC(=NC=C1)C (3-amino-4-(2-methyl-4-pyridinyl)-pyrazole). The product is FC(C1=CC=C(C=C1)C1=NC=2N(C(=C1)C(F)(F)F)N=CC2C2=CC(=NC=C2)C)(F)F (5-(4-Trifluoromethyl-phenyl)-3-(2-methyl-pyridin-4-yl)-7-trifluoromethyl-pyrazolo[1,5-a]pyrimidine). Isolated yield 52.6%. Reaction SMILES: [F:1][C:2]([F:19])([F:18])[C:3]1[CH:8]=[CH:7][C:6]([C:9](=O)[CH2:10][C:11](=O)[C:12]([F:15])([F:14])[F:13])=[CH:5][CH:4]=1.[NH2:20][C:21]1[C:25]([C:26]2[CH:31]=[CH:30][N:29]=[C:28]([CH3:32])[CH:27]=2)=[CH:24][NH:23][N:22]=1>>[F:1][C:2]([F:19])([F:18])[C:3]1[CH:8]=[CH:7][C:6]([C:9]2[CH:10]=[C:11]([C:12]([F:15])([F:14])[F:13])[N:22]3[N:23]=[CH:24][C:25]([C:26]4[CH:31]=[CH:30][N:29]=[C:28]([CH3:32])[CH:27]=4)=[C:21]3[N:20]=2)=[CH:5][CH:4]=1. Procedure details: Reaction of 1-(4-trifluoromethyl-phenyl)-4,4,4-trifluoro-butane-1,3-dione (142 mg, 0.5 mmol), prepared from commercially available 4-trifluoromethyl-acetophenone according to general procedure A, and 3-amino-4-(2-methyl-4-pyridinyl)-pyrazole [see part synthesis of amino-pyrazole derivatives] (87 mg, 0.5 mmol) according to general procedure B yielded the title compound as a yellow solid (111 mg, 53%). MS (ISP) 423.0 [(M+H)+]; mp 243° C. Reactants: Cc1c(C(=O)O)cc(Br)cc1[N+](=O)[O-], CI, [Na+], [Na+], O=C([O-])[O-], CN(C)C=O. Product: COC(=O)c1cc(Br)cc([N+](=O)[O-])c1C. As a reaction SMILES: [Br:1][c:2]1[cH:3][c:4]([N+:12](=[O:13])[O-:14])[c:5]([CH3:11])[c:6]([C:7](=[O:8])[OH:9])[cH:10]1.[I:15][CH3:16].[Na+:17].[Na+:18].[O-:19][C:20](=[O:21])[O-:22].[O:23]=[CH:24][N:25]([CH3:26])[CH3:27]>>[Br:1][c:2]1[cH:3][c:4]([N+:12](=[O:13])[O-:14])[c:5]([CH3:11])[c:6]([C:7](=[O:8])[O:9][CH3:20])[cH:10]1. Starting materials: C(C1=CC=CC=C1)=O (benzaldehyde), C(C)(=O)OC(C)=O (acetic anhydride). Reagents/catalysts: catalyst. The product is C(C=CC1=CC=CC=C1)(=O)O (cinnamic acid). Yield: 19.0%. RXN SMILES: [CH:1](=O)[C:2]1[CH:7]=[CH:6][CH:5]=[CH:4][CH:3]=1.[C:9]([O:12]C(=O)C)(=[O:11])[CH3:10]>>[C:9]([OH:12])(=[O:11])[CH:10]=[CH:1][C:2]1[CH:7]=[CH:6][CH:5]=[CH:4][CH:3]=1. Reported procedure: Kalnin, Helv. Chim. Acta 11, 977 (1928) describes various salts as catalysts. 1 mol of benzaldehyde and 1.5 mol of acetic anhydride are refluxed at 180° C. for 8 hours with 0.65 mol of catalyst. The yields of cinnamic acid are, following work-up, for potassium acetate 72%, for potassium carbonate 59%, for sodium carbonate 40%, for sodium acetate 39%, for sodium phosphate 36%, for potassium phosphate 20% and for potassium sulphide 32%. As well as potassium and sodium salts, amines are also possib... Reagents/catalysts: [O-2].[O-2].[Mn+4] (manganese dioxide), [O-2].[O-2].[Mn+4] (manganese dioxide). Procedure details: 5 g of (7E)-11-(tert.-butyldimethylsiloxy)-4,8,12-trimethyl-3,7,12-tridecatrien-2-ol are added dropwise at 0° to a suspension of 25 g of manganese dioxide (active, precipitated) in 50 ml of dichloromethane. After stirring at room temperature for 5 hours the reaction mixture is filtered over sodium sulphate and the filtrate is evaporated. The material obtained is subjected twice more to the same oxidation process with fresh manganese dioxide each time in order to achieve complete reaction. Chroma... Reaction conditions: time 5 hour. The reactants are C(C)(C)(C)[Si](OC(CC/C(=C/CCC(=CC(C)O)C)/C)C(=C)C)(C)C ((7E)-11-(tert.-butyldimethylsiloxy)-4,8,12-trimethyl-3,7,12-tridecatrien-2-ol), CCCCCC.C(C)(=O)OCC (hexane ethyl acetate). RXN SMILES: [C:1]([Si:5]([CH3:25])([CH3:24])[O:6][CH:7]([C:21]([CH3:23])=[CH2:22])[CH2:8][CH2:9]/[C:10](/[CH3:20])=[CH:11]/[CH2:12][CH2:13][C:14]([CH3:19])=[CH:15][CH:16]([OH:18])[CH3:17])([CH3:4])([CH3:3])[CH3:2].CCCCCC.C(OCC)(=O)C>ClCCl.[O-2].[O-2].[Mn+4]>[C:1]([Si:5]([CH3:24])([CH3:25])[O:6][CH:7]([C:21]([CH3:23])=[CH2:22])[CH2:8][CH2:9]/[C:10](/[CH3:20])=[CH:11]/[CH2:12][CH2:13][C:14]([CH3:19])=[CH:15][C:16](=[O:18])[CH3:17])([CH3:4])([CH3:3])[CH3:2] |f:1.2,4.5.6|. Product: C(C)(C)(C)[Si](OC(CC/C(=C/CCC(=CC(C)=O)C)/C)C(=C)C)(C)C ((7E)-11-(tert.-butyldimethylsiloxy)-4,8,12-trimethyl-3,7,12-tridecatrien-2-one). The solvent is ClCCl (dichloromethane).